This data is from the Open Reaction Database (ORD), a public repository of structured organic reaction records. The task is: describe an organic reaction: reactants, conditions, products, and yield Reactants: CO, O=[N+]([O-])c1ccc2nc[nH]c2c1. Yields the product Nc1ccc2[nH]cnc2c1. Reaction SMILES: [CH3:13][OH:14].[N+:1]([O-:2])(=[O:3])[c:4]1[cH:5][c:6]2[c:7]([n:8][cH:9][nH:10]2)[cH:11][cH:12]1>>[NH2:1][c:4]1[cH:5][c:6]2[c:7]([nH:8][cH:9][n:10]2)[cH:11][cH:12]1. Starting materials: Brc1ccccc1, Cn1c(NCc2ccccc2)ncc(-c2ccc(O)c(F)c2)c1=O, CN(C)c1ccncc1, Clc1ccnc2cc(I)sc12. Product: Cn1c(NCc2ccccc2)ncc(-c2ccc(Oc3ccnc4cc(I)sc34)c(F)c2)c1=O. Reaction SMILES: [Br:45][c:46]1[cH:47][cH:48][cH:49][cH:50][cH:51]1.[CH2:1]([c:2]1[cH:3][cH:4][cH:5][cH:6][cH:7]1)[NH:8][c:9]1[n:10][cH:11][c:12](-[c:17]2[cH:18][c:19]([F:24])[c:20]([OH:23])[cH:21][cH:22]2)[c:13](=[O:16])[n:14]1[CH3:15].[CH3:36][N:37]([c:38]1[cH:39][cH:40][n:41][cH:42][cH:43]1)[CH3:44].[Cl:25][c:26]1[c:27]2[c:28]([n:29][cH:30][cH:31]1)[cH:32][c:33]([I:35])[s:34]2>>[CH2:1]([c:2]1[cH:3][cH:4][cH:5][cH:6][cH:7]1)[NH:8][c:9]1[n:10][cH:11][c:12](-[c:17]2[cH:18][c:19]([F:24])[c:20]([O:23][c:26]3[c:27]4[c:28]([n:29][cH:30][cH:31]3)[cH:32][c:33]([I:35])[s:34]4)[cH:21][cH:22]2)[c:13](=[O:16])[n:14]1[CH3:15]. Starting materials: NC(=O)c1[nH]c2ccc(Br)cc2c1S(=O)(=O)N1CCOCC1, C[Sn](C)(C)C, CN(C)P(=O)(N(C)C)N(C)C, CN(C)C=O, Cl[Pd]Cl, c1ccc(P(c2ccccc2)c2ccccc2)cc1, c1ccc(P(c2ccccc2)c2ccccc2)cc1. Product: Cc1ccc2[nH]c(C(N)=O)c(S(=O)(=O)N3CCOCC3)c2c1. RXN SMILES: [Br:1][c:2]1[cH:3][c:4]2[c:5]([S:14](=[O:15])(=[O:16])[N:17]3[CH2:18][CH2:19][O:20][CH2:21][CH2:22]3)[c:6]([C:11](=[O:12])[NH2:13])[nH:7][c:8]2[cH:9][cH:10]1.[CH3:23][Sn:24]([CH3:25])([CH3:26])[CH3:27].[CH3:74][N:75]([CH3:76])[P:77]([N:78]([CH3:79])[CH3:80])([N:81]([CH3:82])[CH3:83])=[O:84].[O:28]=[CH:29][N:30]([CH3:31])[CH3:32].[Pd:33]([Cl:34])[Cl:35].[c:36]1([P:37]([c:38]2[cH:39][cH:40][cH:41][cH:42][cH:43]2)[c:44]2[cH:45][cH:46][cH:47][cH:48][cH:49]2)[cH:50][cH:51][cH:52][cH:53][cH:54]1.[c:55]1([P:56]([c:57]2[cH:58][cH:59][cH:60][cH:61][cH:62]2)[c:63]2[cH:64][cH:65][cH:66][cH:67][cH:68]2)[cH:69][cH:70][cH:71][cH:72][cH:73]1>>[c:2]1([CH3:23])[cH:3][c:4]2[c:5]([S:14](=[O:15])(=[O:16])[N:17]3[CH2:18][CH2:19][O:20][CH2:21][CH2:22]3)[c:6]([C:11](=[O:12])[NH2:13])[nH:7][c:8]2[cH:9][cH:10]1. The reactants are CC1(OCCS1)CC(=O)NC1=CC=CC=C1 (2-methyl-N-phenyl-1,3-oxathiolane-2-acetamide), ( c ), OO (hydrogen peroxide), aliphatic carboxylic acid, OO (hydrogen peroxide), CC1(OCCS1)CC(=O)NC1=CC=CC=C1 (2-methyl-N-phenyl-1,3-oxathiolane-2-acetamide), alkyl ester. Run in O (water), aromatic hydrocarbon, O (water), chlorinated hydrocarbon. Yields the product CC1(OCCS1=O)CC(=O)NC1=CC=CC=C1 (2-methyl-N-phenyl-1,3-oxathiolane-2-acetamide 3-oxide). Reaction SMILES: [CH3:1][C:2]1([CH2:7][C:8]([NH:10][C:11]2[CH:16]=[CH:15][CH:14]=[CH:13][CH:12]=2)=[O:9])[S:6][CH2:5][CH2:4][O:3]1.[OH:17]O>O>[CH3:1][C:2]1([CH2:7][C:8]([NH:10][C:11]2[CH:16]=[CH:15][CH:14]=[CH:13][CH:12]=2)=[O:9])[S:6](=[O:17])[CH2:5][CH2:4][O:3]1. Procedure: bringing together the 2-methyl-N-phenyl-1,3-oxathiolane-2-acetamide and hydrogen peroxide under basic conditions, in the presence of a catalytic quantity of a suitable heavy metal compound oxidation catalyst effective of catalyze the oxidation of said 2-methyl-N-phenyl-1,3-oxathiolane-2-acetamide by the said hydrogen peroxide, in a liquid medium comprising water, or water plus at least one nonprotic organic liquid selected from the group consisting of (a) aromatic hydrocarbon solvent having a bo... Starting materials: C(C)(C)(C)OC(NC(C(CNC1(CC1)C1=CC(=CC=C1)C#C)O)CC1=CC(=CC(=C1)F)F)=O ([1-(3,5-difluorobenzyl)-3-[1-(3-ethynylphenyl)cyclopropylamino]-2-hydroxypropyl]-carbamic acid tert-butyl ester), Cl (HCl), O1CCOCC1 (dioxane), CO (methanol). Reaction conditions: time 30 minute. Yields the product C(=O)(OC(C)(C)C)C#C (BOC-acetylene). The yield is 106.0%. RXN SMILES: [C:1]([O:5][C:6](=[O:33])NC(CC1C=C(F)C=C(F)C=1)C(O)CNC1(C2C=CC=C(C#C)C=2)CC1)([CH3:4])([CH3:3])[CH3:2].Cl.CO.O1CCO[CH2:39][CH2:38]1>>[C:6]([C:38]#[CH:39])([O:5][C:1]([CH3:2])([CH3:3])[CH3:4])=[O:33]. Procedure details: [1-(3,5-difluorobenzyl)-3-[1-(3-ethynylphenyl)cyclopropylamino]-2-hydroxypropyl]-carbamic acid tert-butyl ester (2.34 g, 5.13 mmol) was treated with 4N HCl in dioxane (15.8 mL, 63.3. mmol). The resulting heterogeneous mixture was treated with methanol (10 mL) whereupon it became homogeneous over 30 min. The volatiles were evaporated in vacuo. Dioxane (20 mL) was added and the mixture was evaporated in vacuo to produce a white solid (2.33 g, 106%). The reactants are C(C)(C)N1N=CN=C1C=1SC=2CCOC3=C(C2N1)C=CC(=C3)Br (2-(2-Isopropyl-2H-[1,2,4]triazol-3-yl)-8-bromo-4,5-dihydro-6-oxa-3-thia-1-aza-benzo[e]azulene), FC1=CC=C(C=N1)B(O)O (6-fluoropyridin-3-ylboronic acid). Product: C(C)(C)N1N=CN=C1C=1SC=2CCOC3=C(C2N1)C=CC(=C3)C=3C=CC(=NC3)F (2-(2-isopropyl-2H-[1,2,4]triazol-3-yl)-8-(2-fluoropyrid-5-yl)-4,5-dihydro-6-oxa-3-thia-1-aza-benzo[e]azulene). The yield is 50.0%. RXN SMILES: [CH:1]([N:4]1[C:8]([C:9]2[S:10][C:11]3[CH2:12][CH2:13][O:14][C:15]4[CH:22]=[C:21](Br)[CH:20]=[CH:19][C:16]=4[C:17]=3[N:18]=2)=[N:7][CH:6]=[N:5]1)([CH3:3])[CH3:2].[F:24][C:25]1[N:30]=[CH:29][C:28](B(O)O)=[CH:27][CH:26]=1>>[CH:1]([N:4]1[C:8]([C:9]2[S:10][C:11]3[CH2:12][CH2:13][O:14][C:15]4[CH:22]=[C:21]([C:28]5[CH:27]=[CH:26][C:25]([F:24])=[N:30][CH:29]=5)[CH:20]=[CH:19][C:16]=4[C:17]=3[N:18]=2)=[N:7][CH:6]=[N:5]1)([CH3:3])[CH3:2]. Reported procedure: Following the procedures for 128, 2-(2-Isopropyl-2H-[1,2,4]triazol-3-yl)-8-bromo-4,5-dihydro-6-oxa-3-thia-1-aza-benzo[e]azulene was reacted with 6-fluoropyridin-3-ylboronic acid to give 2-(2-isopropyl-2H-[1,2,4]triazol-3-yl)-8-(2-fluoropyrid-5-yl)-4,5-dihydro-6-oxa-3-thia-1-aza-benzo[e]azulene (1.11 g, 50%). 1H NMR (400 MHz, DMSO) δ 8.64 (s, 1H), 8.47 (d, J=8.1, 1H), 8.38 (t, J=7.8, 1H), 8.12 (s, 1H), 7.61 (d, J=8.4, 1H), 7.49 (s, 1H), 7.30 (d, J=8.6, 1H), 5.84 (dd, J=13.2, 6.4, 1H), 4.43 (s, 2H... Reactants: Cl.NO (hydroxylamine hydrochloride), Cl (hydrochloric acid), ClC=1C=CC2=C(N(C(S2)=O)CC(=O)N2CCN(CC2)N=CC(C)C)C1 (5-chloro-3-[(4-isobutylideneamino-1-piperazinyl)carbonylmethyl]-2-benzothiazolinone). Solvent: C(C)#N (acetonitrile). Reaction conditions: time 8 hour. Product: Cl.ClC=1C=CC2=C(N(C(S2)=O)CC(=O)N2CCN(CC2)N)C1 (5-chloro-3-[(4-amino-1-piperazinyl)carbonylmethyl]-2-benzothiazolinone hydrochloride). Yield: 134.9%. RXN SMILES: Cl.NO.Cl.[Cl:5][C:6]1[CH:7]=[CH:8][C:9]2[S:13][C:12](=[O:14])[N:11]([CH2:15][C:16]([N:18]3[CH2:23][CH2:22][N:21]([N:24]=CC(C)C)[CH2:20][CH2:19]3)=[O:17])[C:10]=2[CH:29]=1>C(#N)C>[ClH:5].[Cl:5][C:6]1[CH:7]=[CH:8][C:9]2[S:13][C:12](=[O:14])[N:11]([CH2:15][C:16]([N:18]3[CH2:19][CH2:20][N:21]([NH2:24])[CH2:22][CH2:23]3)=[O:17])[C:10]=2[CH:29]=1 |f:0.1,5.6|. Procedure details: To a solution of hydroxylamine hydrochloride (5.48 g) in a mixed solvent of acetonitrile (60 ml) and 6N-hydrochloric acid (30 ml) was added 5-chloro-3-[(4-isobutylideneamino-1-piperazinyl)carbonylmethyl]-2-benzothiazolinone (3.0 g). The resulting solution was stirred overnight at room temperature. After stirring for five hours under ice cooling, the crystalline precipitates were filtered, and washed successively with water (6 ml) and methylene chloride (15 ml). This product was further washed by...